The task is: describe an organic reaction: reactants, conditions, products, and yield. This data is from the Open Reaction Database (ORD), a public repository of structured organic reaction records. The reactants are CC(=O)Nc1cccc(O)c1, CO, Cl, O=C(CCl)NCO. Yields the product CC(=O)Nc1ccc(CNC(=O)CCl)c(O)c1. Reaction SMILES: [C:1]([CH3:2])(=[O:3])[NH:4][c:5]1[cH:6][c:7]([OH:11])[cH:8][cH:9][cH:10]1.[CH3:20][OH:21].[ClH:19].[OH:12][CH2:13][NH:14][C:15]([CH2:16][Cl:17])=[O:18]>>[C:1]([CH3:2])(=[O:3])[NH:4][c:5]1[cH:6][c:7]([OH:11])[c:8]([CH2:13][NH:14][C:15]([CH2:16][Cl:17])=[O:18])[cH:9][cH:10]1. Reactants: BrC=1C(=NC=CC1)[N+](=O)[O-] (3-Bromo-2-nitropyridine), C1(=CC=CC=C1)NC(C)=O (N-phenylacetamide). Product: CC=1N(C=2C(=NC=CC2)N1)C1=CC=CC=C1 (2-Methyl-1-phenyl-1H-imidazo[4,5-b]pyridine). Isolated yield 46.8%. RXN SMILES: Br[C:2]1[C:3]([N+:8]([O-])=O)=[N:4][CH:5]=[CH:6][CH:7]=1.[C:11]1([NH:17][C:18](=O)[CH3:19])[CH:16]=[CH:15][CH:14]=[CH:13][CH:12]=1>>[CH3:19][C:18]1[N:17]([C:11]2[CH:16]=[CH:15][CH:14]=[CH:13][CH:12]=2)[C:2]2[C:3]([N:8]=1)=[N:4][CH:5]=[CH:6][CH:7]=2. Procedure: The title compound was prepared with the analogous procedure described in example 3 using 3-Bromo-2-nitropyridine (101 mg, 0.5 mmol) and N-phenylacetamide (81 mg, 0.6 mmol) as starting materials to yield the title compound as brown viscous oil (49 mg, 47% yield). 1H NMR (DMSO) δ 2.54 (s, 3 H), 7.35-7.68 (m, 6 H), 7.77 (d, J=8.8 Hz, 1 H), 8.58 (br s, 1 H); 13C NMR δ 14.0, 118.9, 120.1, 126.8, 128.5, 129.6, 130.1, 133.9, 143.0, 151.6, 156.7. HRMS (FAB): cal. for C13H12N3 [M-FH+]: 210.1031; found: ...